Dataset: the Open Reaction Database (ORD), a public repository of structured organic reaction records. Task: describe an organic reaction: reactants, conditions, products, and yield Reaction conditions: time 2 hour. RXN SMILES: [F:1][C:2]1[CH:8]=[CH:7][CH:6]=[C:5]([CH:9]([CH3:11])[CH3:10])[C:3]=1[NH2:4].C(=O)(O)[O-].[Na+].[C:17](Cl)(Cl)=[S:18].O.[NH2:22][NH2:23]>C(OCC)C.O.ClCCl>[F:1][C:2]1[CH:8]=[CH:7][CH:6]=[C:5]([CH:9]([CH3:11])[CH3:10])[C:3]=1[NH:4][C:17]([NH:22][NH2:23])=[S:18] |f:1.2,4.5|. Reported procedure: To a 100 mL round-bottomed flask equipped with a stir bar and nitrogen inlet were added 2-fluoro-6-isopropylaniline (0.415 g, 2.71 mmol), dichloromethane (13.6 mL), water (6.78 mL), and sodium bicarbonate (0.683 g, 8.13 mmol). To this biphasic mixture was added thiophosgene (0.199 mL, 2.60 mmol) and the reaction was stirred vigorously for 2 hours. The suspension was filtered through a phase separator cartridge and the organic phase was concentrated in a 100 mL round-bottomed flask. The flask was... Yield: 87.7%. The product is FC1=C(C(=CC=C1)C(C)C)NC(=S)NN (N-(2-fluoro-6-isopropylphenyl)hydrazinecarbothioamide). The solvent is hexanes, O (water), ClCCl (dichloromethane), C(C)OCC (diethyl ether). Starting materials: O.NN (hydrazine hydrate), FC1=C(N)C(=CC=C1)C(C)C (2-fluoro-6-isopropylaniline), C([O-])(O)=O.[Na+] (sodium bicarbonate), C(=S)(Cl)Cl (thiophosgene). Yield: 83.9%. Yields the product O1C=C(C=C1)C=1C=CC=2N(C1)C=C(N2)C(=O)O (6-(furan-3-yl)imidazo[1,2-a]pyridine-2-carboxylic acid). Procedure: 384 mg of ethyl 6-(furan-3-yl)imidazo[1,2-a]pyridine-2-carboxylate are saponified under conditions similar to those described for the preparation of Intermediate 11 (step 11.3) to give 287 mg of 6-(furan-3-yl)imidazo[1,2-a]pyridine-2-carboxylic acid. Reaction SMILES: [O:1]1[CH:5]=[CH:4][C:3]([C:6]2[CH:7]=[CH:8][C:9]3[N:10]([CH:12]=[C:13]([C:15]([O:17]CC)=[O:16])[N:14]=3)[CH:11]=2)=[CH:2]1.CC(C)(OC(NC1N=C(C2C=CC3N(C=C(C(O)=O)N=3)C=2)C=CC=1)=O)C>>[O:1]1[CH:5]=[CH:4][C:3]([C:6]2[CH:7]=[CH:8][C:9]3[N:10]([CH:12]=[C:13]([C:15]([OH:17])=[O:16])[N:14]=3)[CH:11]=2)=[CH:2]1. Starting materials: O1C=C(C=C1)C=1C=CC=2N(C1)C=C(N2)C(=O)OCC (ethyl 6-(furan-3-yl)imidazo[1,2-a]pyridine-2-carboxylate), CC(C)(OC(=O)NC1=CC=CC(=N1)C=1C=CC=2N(C1)C=C(N2)C(=O)O)C (6-(6-{[(1,1-Dimethylethoxy)carbonyl]amino}pyrid-2-yl)imidazo[1,2-a]pyridine-2-carboxylic acid). Reactants: COC(=O)C(O)CCCCCCc1ccc(F)nc1, [Li+], C1CCOC1, [OH-], O. Product: O=C(O)C(O)CCCCCCc1ccc(F)nc1. RXN SMILES: [F:1][c:2]1[cH:3][cH:4][c:5]([CH2:8][CH2:9][CH2:10][CH2:11][CH2:12][CH2:13][CH:14]([C:15](=[O:16])[O:17][CH3:18])[OH:19])[cH:6][n:7]1.[Li+:25].[O:20]1[CH2:21][CH2:22][CH2:23][CH2:24]1.[OH-:26].[OH2:27]>>[F:1][c:2]1[cH:3][cH:4][c:5]([CH2:8][CH2:9][CH2:10][CH2:11][CH2:12][CH2:13][CH:14]([C:15](=[O:16])[OH:17])[OH:19])[cH:6][n:7]1. Starting materials: N1(CCCCC1)CCCOC1=CC=C(C=C1)N (4-(3-piperidin-1-yl-propoxy)-phenylamine), FC1=C2C(C(NC2=CC=C1)=O)=CO (4-fluoro-3-hydroxymethylene-1,3-dihydro-indol-2-one), compound. Yields the product FC1=C2C(C(NC2=CC=C1)=O)=CNC1=CC=C(C=C1)OCCCN1CCCCC1 (4-Fluoro-3-{[4-(3-piperidin-1-yl-propoxy)-phenylamino]-methylene}-1,3-dihydro-indol-2-one). As a reaction SMILES: [N:1]1([CH2:7][CH2:8][CH2:9][O:10][C:11]2[CH:16]=[CH:15][C:14]([NH2:17])=[CH:13][CH:12]=2)[CH2:6][CH2:5][CH2:4][CH2:3][CH2:2]1.[F:18][C:19]1[CH:27]=[CH:26][CH:25]=[C:24]2[C:20]=1[C:21](=[CH:29]O)[C:22](=[O:28])[NH:23]2>>[F:18][C:19]1[CH:27]=[CH:26][CH:25]=[C:24]2[C:20]=1[C:21](=[CH:29][NH:17][C:14]1[CH:13]=[CH:12][C:11]([O:10][CH2:9][CH2:8][CH2:7][N:1]3[CH2:2][CH2:3][CH2:4][CH2:5][CH2:6]3)=[CH:16][CH:15]=1)[C:22](=[O:28])[NH:23]2. Procedure details: In a manner similar to that described in Example 231, 4-(3-piperidin-1-yl-propoxy)-phenylamine (610 mg, 1.3 equiv.) and 4-fluoro-3-hydroxymethylene-1,3-dihydro-indol-2-one (360 mg, 2 mmol, 1 equiv.) are converted to the named compound as a yellow solid (625 mg, 79%).